This data is from the Open Reaction Database (ORD), a public repository of structured organic reaction records. The task is: describe an organic reaction: reactants, conditions, products, and yield Reactants: N1(CCC2=CC=CC=C12)NC(=O)C=1C=NC(=NC1)C1=NC=CC=C1 (2-pyridin-2-yl-pyrimidine-5-carboxylic acid (2,3-dihydro-indol-1-yl)-amide). Reagents/catalysts: O=[Mn]=O (MnO2). Run in C(Cl)Cl (DCM). Product: N1(C=CC2=CC=CC=C12)NC(=O)C=1C=NC(=NC1)C1=NC=CC=C1 (2-pyridin-2-yl-pyrimidine-5-carboxylic acid indol-1-yl-amide). Isolated yield 51.0%. RXN SMILES: [N:1]1([NH:10][C:11]([C:13]2[CH:14]=[N:15][C:16]([C:19]3[CH:24]=[CH:23][CH:22]=[CH:21][N:20]=3)=[N:17][CH:18]=2)=[O:12])[C:9]2[C:4](=[CH:5][CH:6]=[CH:7][CH:8]=2)[CH2:3][CH2:2]1>C(Cl)Cl.O=[Mn]=O>[N:1]1([NH:10][C:11]([C:13]2[CH:14]=[N:15][C:16]([C:19]3[CH:24]=[CH:23][CH:22]=[CH:21][N:20]=3)=[N:17][CH:18]=2)=[O:12])[C:9]2[C:4](=[CH:5][CH:6]=[CH:7][CH:8]=2)[CH:3]=[CH:2]1. Procedure details: A suspended solution of 2-pyridin-2-yl-pyrimidine-5-carboxylic acid (2,3-dihydro-indol-1-yl)-amide (0.28 mmol) and MnO2 (1.42 mmol) in DCM (8 mL) is stirred at rt for 2 h. The reaction mixture is filtered and the filtrate is concentrated in vacuo. The residue is purified by silica gel chromatography eluting with 0-5% methanol in DCM to afford 2-pyridin-2-yl-pyrimidine-5-carboxylic acid indol-1-yl-amide (45 mg, 50%) as a solid. MS: 316 (M+H); 1H NMR (300 MHz, CDCl3): δ 6.48 (s, H), 6.72-7.48 (m, ... Reactants: C[Si](C)(C)C=[N+]=[N-], CCOCC, CO, CCC(CN(C)S(=O)(=O)C1CC1)N1C(=O)C(C)(CC(=O)O)CC(c2cccc(Cl)c2)C1c1ccc(Cl)cc1, c1ccccc1. Yields the product CCC(CN(C)S(=O)(=O)C1CC1)N1C(=O)C(C)(CC(=O)OC)CC(c2cccc(Cl)c2)C1c1ccc(Cl)cc1. Reaction SMILES: [CH3:39][Si:40]([CH:41]=[N+:42]=[N-:43])([CH3:44])[CH3:45].[CH3:46][CH2:47][O:48][CH2:49][CH3:50].[CH3:51][OH:52].[Cl:1][c:2]1[cH:3][c:4]([CH:8]2[CH2:9][C:10]([CH3:34])([CH2:35][C:36](=[O:37])[OH:38])[C:11](=[O:33])[N:12]([CH:21]([CH2:22][N:23]([S:24](=[O:25])(=[O:26])[CH:27]3[CH2:28][CH2:29]3)[CH3:30])[CH2:31][CH3:32])[CH:13]2[c:14]2[cH:15][cH:16][c:17]([Cl:20])[cH:18][cH:19]2)[cH:5][cH:6][cH:7]1.[cH:53]1[cH:54][cH:55][cH:56][cH:57][cH:58]1>>[Cl:1][c:2]1[cH:3][c:4]([CH:8]2[CH2:9][C:10]([CH3:34])([CH2:35][C:36](=[O:37])[O:38][CH3:39])[C:11](=[O:33])[N:12]([CH:21]([CH2:22][N:23]([S:24](=[O:25])(=[O:26])[CH:27]3[CH2:28][CH2:29]3)[CH3:30])[CH2:31][CH3:32])[CH:13]2[c:14]2[cH:15][cH:16][c:17]([Cl:20])[cH:18][cH:19]2)[cH:5][cH:6][cH:7]1. Starting materials: C(C1=CC=CC=C1)C1=C(C=CC(=C1)Cl)O (2-benzyl-4-chlorophenol), ClCC1CO1 (1-chloro-2,3-epoxypropane), C([O-])([O-])=O.[K+].[K+] (potassium carbonate). The solvent is CC(CC)=O (butanone). The product is C(C1=CC=CC=C1)C1=C(OCC2CO2)C=CC(=C1)Cl (3-(2-Benzyl-4-chlorophenoxy)-1,2-epoxypropane). RXN SMILES: [CH2:1]([C:8]1[CH:13]=[C:12]([Cl:14])[CH:11]=[CH:10][C:9]=1[OH:15])[C:2]1[CH:7]=[CH:6][CH:5]=[CH:4][CH:3]=1.Cl[CH2:17][CH:18]1[O:20][CH2:19]1.C(=O)([O-])[O-].[K+].[K+]>CC(=O)CC>[CH2:1]([C:8]1[CH:13]=[C:12]([Cl:14])[CH:11]=[CH:10][C:9]=1[O:15][CH2:17][CH:18]1[O:20][CH2:19]1)[C:2]1[CH:3]=[CH:4][CH:5]=[CH:6][CH:7]=1 |f:2.3.4|. Reported procedure: A suspension containing 21.87 g of 2-benzyl-4-chlorophenol, 27.76 g of 1-chloro-2,3-epoxypropane and 27.64 g of potassium carbonate in 200 ml of butanone is refluxed for 12 hours. The inorganic salts formed are filtered off and drained. The solvent and excess 1-chloro-2,3-epoxypropane are evaporated off under vacuum and the residue is distilled at between 160° C. and 180° C. under 0.01 mm of mercury. Conditions: time 4 hour. Reaction SMILES: [C@H:1]1([NH2:8])[CH2:6][CH2:5][CH2:4][C@H:3]([NH2:7])[CH2:2]1.[F:9][C:10]([F:15])([F:14])[C:11]([OH:13])=[O:12]>>[F:9][C:10]([F:15])([F:14])[C:11]([OH:13])=[O:12].[C@H:1]1([NH2:8])[CH2:6][CH2:5][CH2:4][C@H:3]([NH2:7])[CH2:2]1 |f:2.3|. Reactants: [C@H]1(C[C@H](CCC1)N)N (trans-Cyclohexane-1,3-diamine), BOC, FC(C(=O)O)(F)F (trifluoroacetic acid). Procedure: ±-trans-Cyclohexane-1,3-diamine: 22.9 g of the BOC derivative are introduced into 1 00 ml of trifluoroacetic acid while cooling with ice. The mixture is left at RT for 4 hours, evaporated and the residue is recrystallized from 200 ml of acetonitrite. 8.5 g of ±-trans-cyclohexane-1,3-diamine trifluoroacetate, m.p. 200° C. (sintering) are obtained. Product: FC(C(=O)O)(F)F.[C@H]1(C[C@H](CCC1)N)N (trans-cyclohexane-1,3-diamine trifluoroacetate).